This data is from the Open Reaction Database (ORD), a public repository of structured organic reaction records. The task is: describe an organic reaction: reactants, conditions, products, and yield Reactants: C=COCCONC(=O)c1ncc2cncn2c1Nc1ccc(Br)cc1F, C1COCCO1, CO, ClCCl, Cl, [Na+], [Na+], O=C([O-])[O-]. The product is O=C(NOCCO)c1ncc2cncn2c1Nc1ccc(Br)cc1F. RXN SMILES: [Br:1][c:2]1[cH:3][c:4]([F:27])[c:5]([NH:8][c:9]2[c:10]([C:18](=[O:19])[NH:20][O:21][CH2:22][CH2:23][O:24][CH:25]=[CH2:26])[n:11][cH:12][c:13]3[n:14]2[cH:15][n:16][cH:17]3)[cH:6][cH:7]1.[CH2:29]1[O:30][CH2:31][CH2:32][O:33][CH2:34]1.[CH3:41][OH:42].[Cl:43][CH2:44][Cl:45].[ClH:28].[Na+:35].[Na+:36].[O-:37][C:38](=[O:39])[O-:40]>>[Br:1][c:2]1[cH:3][c:4]([F:27])[c:5]([NH:8][c:9]2[c:10]([C:18](=[O:19])[NH:20][O:21][CH2:22][CH2:23][OH:24])[n:11][cH:12][c:13]3[n:14]2[cH:15][n:16][cH:17]3)[cH:6][cH:7]1. Starting materials: ClC1=CC=NC2=CC(=C(C=C12)OC)OC (4-Chloro-6,7-dimethoxyquinoline), OC1=C(C2=CC=CC=C2C=C1)C=O (2-hydroxy-1-naphthoaldehyde), O (water). The reagents and catalysts are CN(C1=CC=NC=C1)C (4-dimethylaminopyridine). Solvent: ClC1=C(C=CC=C1)Cl (o-dichlorobenzene). Conditions: temperature 160 celsius, time 2 hour. The product is COC=1C=C2C(=CC=NC2=CC1OC)OC1=C(C2=CC=CC=C2C=C1)C=O (2-[(6,7-Dimethoxy-4-quinolyl)oxy]naphthalene-1-carbaldehyde). Isolated yield 14.9%. As a reaction SMILES: Cl[C:2]1[C:11]2[C:6](=[CH:7][C:8]([O:14][CH3:15])=[C:9]([O:12][CH3:13])[CH:10]=2)[N:5]=[CH:4][CH:3]=1.[OH:16][C:17]1[CH:26]=[CH:25][C:24]2[C:19](=[CH:20][CH:21]=[CH:22][CH:23]=2)[C:18]=1[CH:27]=[O:28].O>CN(C)C1C=CN=CC=1.ClC1C=CC=CC=1Cl>[CH3:13][O:12][C:9]1[CH:10]=[C:11]2[C:6](=[CH:7][C:8]=1[O:14][CH3:15])[N:5]=[CH:4][CH:3]=[C:2]2[O:16][C:17]1[CH:26]=[CH:25][C:24]2[C:19](=[CH:20][CH:21]=[CH:22][CH:23]=2)[C:18]=1[CH:27]=[O:28]. Procedure: 4-Chloro-6,7-dimethoxyquinoline (100 mg), 2-hydroxy-1-naphthoaldehyde (231 mg), and 4-dimethylaminopyridine (164 mg) were suspended in o-dichlorobenzene (6 ml), and the suspension was stirred at 160° C. for 2 hr. The reaction solution was cooled to room temperature, water was then added to the reaction solution, and the mixture was extracted with ethyl acetate. The ethyl acetate layer was then washed with water and saturated brine and was dried over anhydrous sodium sulfate. The solvent was remo... Starting materials: S(O)(O)(=O)=O (sulphuric acid), CC1=C(C2=CC=CC=C2C=C1)C(=O)OC (Methyl 2-methylnaphthalene-1-carboxylate), FC(C(=O)O)(F)F (trifluoroacetic acid), BrN1C(=O)N(C(=O)C1(C)C)Br (1,3-Dibromo-5,5-dimethylhydantoin), C(C)(=O)[O-].[Na+] (Sodium acetate). Solvent: C(C)(=O)O (acetic acid). Reaction conditions: temperature 0 celsius, time 30 minute. The product is BrC=1C=CC=C2C=CC(=C(C12)C(=O)OC)C (methyl 8-bromo-2-methylnaphthalene-1-carboxylate). The yield is 69.8%. RXN SMILES: [CH3:1][C:2]1[CH:11]=[CH:10][C:9]2[C:4](=[CH:5][CH:6]=[CH:7][CH:8]=2)[C:3]=1[C:12]([O:14][CH3:15])=[O:13].FC(F)(F)C(O)=O.[Br:23]N1C(C)(C)C(=O)N(Br)C1=O.S(=O)(=O)(O)O.C([O-])(=O)C.[Na+]>C(O)(=O)C>[Br:23][C:5]1[CH:6]=[CH:7][CH:8]=[C:9]2[C:4]=1[C:3]([C:12]([O:14][CH3:15])=[O:13])=[C:2]([CH3:1])[CH:11]=[CH:10]2 |f:4.5|. Procedure: Methyl 2-methylnaphthalene-1-carboxylate (5.6 g) was dissolved in acetic acid (12 ml) and trifluoroacetic acid (12 ml) and cooled in an ice bath. 1,3-Dibromo-5,5-dimethylhydantoin (4.8 g) was added in one portion then concentrated sulphuric acid was added dropwise. The mixture was then stirred at 0° C. for 30 minutes. Sodium acetate (6.12 g) was added and the mixture was partitioned between DCM and water. The organic layer was separated, dried (Na2SO4) and filtered. The filtrate was evaporated t... The reactants are ClC=1C=C(C=CC1OC(F)F)NC1=NC=C(C=N1)CCC=1C=C2C=CC(N(C2=CC1)COCC[Si](C)(C)C)=O (6-(2-(2-((3-chloro-4-(difluoromethoxy)phenyl)amino)pyrimidin-5-yl)ethyl)-1-((2-(trimethylsilyl)ethoxy)methyl)quinolin-2(1H)-one), C(=O)(C(F)(F)F)O (TFA). Run in C(Cl)Cl (DCM). Conditions: time 12 hour. Yields the product ClC=1C=C(C=CC1OC(F)F)NC1=NC=C(C=N1)CCC=1C=C2C=CC(NC2=CC1)=O (6-(2-(2-((3-chloro-4-(difluoromethoxy)phenyl)amino)pyrimidin-5-yl)ethyl)quinolin-2(1H)-one), solid. Isolated yield 44.0%. As a reaction SMILES: [Cl:1][C:2]1[CH:3]=[C:4]([NH:12][C:13]2[N:18]=[CH:17][C:16]([CH2:19][CH2:20][C:21]3[CH:22]=[C:23]4[C:28](=[CH:29][CH:30]=3)[N:27](COCC[Si](C)(C)C)[C:26](=[O:39])[CH:25]=[CH:24]4)=[CH:15][N:14]=2)[CH:5]=[CH:6][C:7]=1[O:8][CH:9]([F:11])[F:10].C(O)(C(F)(F)F)=O>C(Cl)Cl>[Cl:1][C:2]1[CH:3]=[C:4]([NH:12][C:13]2[N:18]=[CH:17][C:16]([CH2:19][CH2:20][C:21]3[CH:22]=[C:23]4[C:28](=[CH:29][CH:30]=3)[NH:27][C:26](=[O:39])[CH:25]=[CH:24]4)=[CH:15][N:14]=2)[CH:5]=[CH:6][C:7]=1[O:8][CH:9]([F:10])[F:11]. Procedure details: To a solution of 6-(2-(2-((3-chloro-4-(difluoromethoxy)phenyl)amino)pyrimidin-5-yl)ethyl)-1-((2-(trimethylsilyl)ethoxy)methyl)quinolin-2(1H)-one (0.05 g, 0.087 mmol) in DCM (5 mL) was added TFA (0.067 mL, 0.872 mmol) and stirred at room temperature for 12 h. The reaction mixture was concentrated and purified by preparative HPLC on a Symmetry C8 column (19×250 mm, 7 μm) using 0-100% mobile phase B (ACN) in mobile phase A (10 mM ammonium acetate) to give 6-(2-(2-((3-chloro-4-(difluoromethoxy)pheny... The reactants are [NH4+].[OH-] (NH4OH), C(=O)(OC(C)(C)C)N[C@H](CC=1SC=CC1)C(=O)O (Boc-β-(2-thienyl)-D-alanine), C1=CC=C2C(=C1)N=NN2O.O (HOBt hydrate), C(CCl)Cl (EDC). Run in CCOC(=O)C (EtOAc), O (Water), CN(C)C=O (DMF). Reaction conditions: time 20 hour. Product: NC([C@@H](CC=1SC=CC1)NC(OC(C)(C)C)=O)=O ((R)-tert-butyl 1-amino-1-oxo-3-(thiophen-2-yl)propan-2-ylcarbamate). Yield: 89.1%. As a reaction SMILES: [C:1]([NH:8][C@@H:9]([C:16]([OH:18])=O)[CH2:10][C:11]1[S:12][CH:13]=[CH:14][CH:15]=1)([O:3][C:4]([CH3:7])([CH3:6])[CH3:5])=[O:2].C1C=C2[N:25]=NN(O)C2=CC=1.O.C(Cl)CCl.[NH4+].[OH-]>CN(C=O)C.CCOC(C)=O.O>[NH2:25][C:16](=[O:18])[C@H:9]([NH:8][C:1](=[O:2])[O:3][C:4]([CH3:7])([CH3:6])[CH3:5])[CH2:10][C:11]1[S:12][CH:13]=[CH:14][CH:15]=1 |f:1.2,4.5|. Procedure details: A solution of Boc-β-(2-thienyl)-D-alanine (504 mg, 1.86 mmol), HOBt hydrate (340 mg, 2.22 mmol) and EDC (460 mg, 2.39 mmol) in DMF (8 mL) was stirred at room temperature for 30 min. Conc. NH4OH (0.800 mL) was added. The mixture was stirred at room temperature for 20 h. Water and EtOAc were added. Organic phase was separated, washed with 5% NaHCO3, dried over Na2SO4, concentrated in vacuo to give (R)-tert-butyl 1-amino-1-oxo-3-(thiophen-2-yl)propan-2-ylcarbamate as a solid (448 mg). Reactants: CC(C)(C)[Si](C)(C)Cl (TBDMSCl), N1C=NC=C1 (imidazole), C(C)(C)(C)[Si](OCCOC(C)O)(C)C (2-(tert-Butyl-dimethyl-silanyloxy)-ethoxyl-ethanol), C(COCCOCCOCCO)O (tetraethylene glycol). Solvent: CN(C)C=O (DMF). The product is C(C)(C)(C)[Si](OCCOCCOCCOCCO)(C)C (2-{2-[2-(2-(tert-Butyl-dimethyl-silanyloxy) -ethoxy]-ethoxy}-ethoxy)-ethanol), product. The yield is 41.0%. As a reaction SMILES: [C:1]([Si:5]([CH3:14])([CH3:13])[O:6][CH2:7][CH2:8][O:9][CH:10](O)[CH3:11])([CH3:4])([CH3:3])[CH3:2].[CH2:15]([OH:27])[CH2:16][O:17][CH2:18][CH2:19][O:20]CCOCCO.CC([Si](Cl)(C)C)(C)C.N1C=CN=C1>CN(C=O)C>[C:1]([Si:5]([CH3:14])([CH3:13])[O:6][CH2:7][CH2:8][O:9][CH2:10][CH2:11][O:27][CH2:15][CH2:16][O:17][CH2:18][CH2:19][OH:20])([CH3:4])([CH3:3])[CH3:2]. Reported procedure: Compound 28b was prepared according to the procedure described hereinabove for Compound 28a, using tetraethylene glycol (6 grams, 30 mmol), TBDMSCl (3 grams, 20 mmol), and imidazole (1.4 grams, 20 mmol) in DMF (24 ml), yielding 3.79 grams of the product (41% yield).